Dataset: the Open Reaction Database (ORD), a public repository of structured organic reaction records. Task: describe an organic reaction: reactants, conditions, products, and yield The reactants are COC(=O)NC(C)(C)c1ccc(CBr)cc1, CCCCCCS, [H-], [Na+], CN(C)C=O. Product: CCCCCCSCc1ccc(C(C)(C)NC(=O)OC)cc1. Reaction SMILES: [Br:10][CH2:11][c:12]1[cH:13][cH:14][c:15]([C:18]([CH3:19])([CH3:20])[NH:21][C:22]([O:23][CH3:24])=[O:25])[cH:16][cH:17]1.[CH2:1]([CH2:2][CH2:3][CH2:4][CH2:5][CH3:6])[SH:7].[H-:8].[Na+:9].[O:26]=[CH:27][N:28]([CH3:29])[CH3:30]>>[CH2:1]([CH2:2][CH2:3][CH2:4][CH2:5][CH3:6])[S:7][CH2:11][c:12]1[cH:13][cH:14][c:15]([C:18]([CH3:19])([CH3:20])[NH:21][C:22]([O:23][CH3:24])=[O:25])[cH:16][cH:17]1. The reactants are ClC1=NC=NC(=C1N)Cl (4,6-dichloro-pyrimidin-5-ylamine), C(C)(C)OC=1C=C(CN2CCC(CC2)N)C=C(C1)OC(C)C (1-(3,5-diisopropoxy-benzyl)-piperidin-4-ylamine), C(C)(C)OC=1C=C(CN2CCC(CC2)N)C=C(C1)OC(C)C (1-(3,5-diisopropoxy-benzyl)-piperidin-4-ylamine). The solvent is C(C)N(C(C)C)C(C)C (N-ethyl diisopropylamine), C(C)#N (acetonitril). Yields the product ClC1=C(C(=NC=N1)NC1CCN(CC1)CC1=CC(=CC(=C1)OC(C)C)OC(C)C)N (6-Chloro-N4-[1-(3,5-diisopropoxy-benzyl)-piperidin-4-yl]-pyrimidine-4,5-diamine). Isolated yield 20.0%. As a reaction SMILES: Cl[C:2]1[C:7]([NH2:8])=[C:6]([Cl:9])[N:5]=[CH:4][N:3]=1.[CH:10]([O:13][C:14]1[CH:15]=[C:16]([CH:25]=[C:26]([O:28][CH:29]([CH3:31])[CH3:30])[CH:27]=1)[CH2:17][N:18]1[CH2:23][CH2:22][CH:21]([NH2:24])[CH2:20][CH2:19]1)([CH3:12])[CH3:11]>C(N(C(C)C)C(C)C)C.C(#N)C>[Cl:9][C:6]1[N:5]=[CH:4][N:3]=[C:2]([NH:24][CH:21]2[CH2:22][CH2:23][N:18]([CH2:17][C:16]3[CH:15]=[C:14]([O:13][CH:10]([CH3:11])[CH3:12])[CH:27]=[C:26]([O:28][CH:29]([CH3:31])[CH3:30])[CH:25]=3)[CH2:19][CH2:20]2)[C:7]=1[NH2:8]. Procedure: A solution of 4,6-dichloro-pyrimidin-5-ylamine (19.7 mg, 0.12 mmol, 1.0 equiv; commercially available) and 1-(3,5-diisopropoxy-benzyl)-piperidin-4-ylamine (46.0 mg, 0.15 mmol, 1.25 equiv; intermediate A3) in N-ethyl diisopropylamine (1.0 mL) and acetonitril (1.0 mL) was heated by microwave irradiation to 160° C. for 20 min. Removal of the solvent under reduced pressure and purification by preparative HPLC on reversed phase eluting with a gradient of acetonitrile/water provided 10.6 mg (20%) of t... Reactants: CC1(OC[C@H](O1)COC1=CC=C(C(=O)OCC2=CC=CC=C2)C=C1)C ((R)-benzyl 4-((2,2-dimethyl-1,3-dioxolan-4-yl)methoxy)benzoate). The reagents and catalysts are [Pd] (palladium on carbon). Run in CO (MeOH). Reaction conditions: time 2 hour. Yields the product CC1(OC[C@H](O1)COC1=CC=C(C(=O)O)C=C1)C ((R)-4-((2,2-dimethyl-1,3-dioxolan-4-yl)methoxy)benzoic acid). Yield: 97.9%. As a reaction SMILES: [CH3:1][C:2]1([CH3:25])[O:6][C@H:5]([CH2:7][O:8][C:9]2[CH:24]=[CH:23][C:12]([C:13]([O:15]CC3C=CC=CC=3)=[O:14])=[CH:11][CH:10]=2)[CH2:4][O:3]1>[Pd].CO>[CH3:1][C:2]1([CH3:25])[O:6][C@H:5]([CH2:7][O:8][C:9]2[CH:24]=[CH:23][C:12]([C:13]([OH:15])=[O:14])=[CH:11][CH:10]=2)[CH2:4][O:3]1. Procedure: A 500 mL high-pressure flask was charged with palladium on carbon (0.300 g, 0.282 mmol), then MeOH (200 ml) was added, followed by (R)-benzyl 4-((2,2-dimethyl-1,3-dioxolan-4-yl)methoxy)benzoate (6.17 g, 18.02 mmol). The resulting suspension was allowed to shake under an atmosphere of hydrogen (35 Psi) at ambient temperature for 2 hrs. The mixture was filtered through Celite® and the colorless filtrate was concentrated to afford (R)-4-((2,2-dimethyl-1,3-dioxolan-4-yl)methoxy)benzoic acid as white... Starting materials: BrC=1C(=NC(=NC1)Cl)OC (5-bromo-2-chloro-4-methoxypyrimidine), TEA, C(C)(C)N (isopropylamine), O (water). The solvent is C1CCOC1 (THF). Conditions: temperature 60 celsius. Yields the product BrC=1C(=NC(=NC1)NC(C)C)OC (5-bromo-N-isopropyl-4-methoxypyrimidin-2-amine). Isolated yield 63.6%. Reaction SMILES: [Br:1][C:2]1[C:3]([O:9][CH3:10])=[N:4][C:5](Cl)=[N:6][CH:7]=1.[CH:11]([NH2:14])([CH3:13])[CH3:12].O>C1COCC1>[Br:1][C:2]1[C:3]([O:9][CH3:10])=[N:4][C:5]([NH:14][CH:11]([CH3:13])[CH3:12])=[N:6][CH:7]=1. Procedure: A solution of 5-bromo-2-chloro-4-methoxypyrimidine (1.2 g, 5.37 mmol) in THF (20 mL) was treated with TEA (1.57 mL, 10.74 mmol) and isopropylamine (0.7 mL, 8.1 mmol) and heated at 60° C. for 5 h. The mixture was cooled to RT, treated with water, extracted with EtOAc (2×) and the combined organics were washed with brine, dried over Na2SO4, concentrated to dryness and purified by silica gel chromatography (EtOAc/Hex) to afford 5-bromo-N-isopropyl-4-methoxypyrimidin-2-amine (0.84 g, 634%). 1H NMR (... Reactants: S(=O)(=O)(Cl)Cl (sulfuryl chloride), COC=1C=C2C(=CC(=NC2=CC1)Cl)C (6-methoxy-4-methyl-2-chloroquinoline). Run in C(C)(=O)O (acetic acid), C(C)(=O)O (acetic acid). Conditions: temperature 60 celsius, time 1 hour. Product: Cl.ClC1=NC2=CC=C(C(=C2C(=C1)C)Cl)OC (2,5-Dichloro-6-methoxy4-methylquinoline Hydrochloride). Isolated yield 162.2%. Reaction SMILES: [CH3:1][O:2][C:3]1[CH:4]=[C:5]2[C:10](=[CH:11][CH:12]=1)[N:9]=[C:8]([Cl:13])[CH:7]=[C:6]2[CH3:14].S(Cl)([Cl:18])(=O)=O>C(O)(=O)C>[ClH:13].[Cl:13][C:8]1[CH:7]=[C:6]([CH3:14])[C:5]2[C:10](=[CH:11][CH:12]=[C:3]([O:2][CH3:1])[C:4]=2[Cl:18])[N:9]=1 |f:3.4|. Reported procedure: A 10-liter, four-necked reactor equipped with a mechanical stirrer, condenser, thermowatch, addition funnel and a condenser was charged with 6-methoxy-4-methyl-2-chloroquinoline (3) (900 g, 4.33 moles) and glacial acetic acid (3.06 liters). The slurry was heated to 60° C. and a solution of sulfuryl chloride (646 g, 4.77 moles) in glacial acetic acid (0.902 liters) was added over 2 hours while maintaining the temperature between 60 and 65° C. The resulting slurry was stirred for 1 hour at 60-65° ... Starting materials: Nc1ncc(Br)cc1Oc1ccccc1, O=C(N=C=S)c1ccccc1, C1CCOC1. Product: O=C(NC(=S)Nc1ncc(Br)cc1Oc1ccccc1)c1ccccc1. RXN SMILES: [Br:1][c:2]1[cH:3][c:4]([O:9][c:10]2[cH:11][cH:12][cH:13][cH:14][cH:15]2)[c:5]([NH2:8])[n:6][cH:7]1.[C:16]([c:17]1[cH:18][cH:19][cH:20][cH:21][cH:22]1)(=[O:23])[N:24]=[C:25]=[S:26].[CH2:27]1[O:28][CH2:29][CH2:30][CH2:31]1>>[Br:1][c:2]1[cH:3][c:4]([O:9][c:10]2[cH:11][cH:12][cH:13][cH:14][cH:15]2)[c:5]([NH:8][C:25]([NH:24][C:16]([c:17]2[cH:18][cH:19][cH:20][cH:21][cH:22]2)=[O:23])=[S:26])[n:6][cH:7]1. Reactants: ClCCl, O=C(c1ccc[nH]1)C(Cl)(Cl)Cl, O=S(=O)(Cl)Cl. Product: O=C(c1cc(Cl)c[nH]1)C(Cl)(Cl)Cl. Reaction SMILES: [Cl:17][CH2:18][Cl:19].[Cl:1][C:2]([C:3](=[O:4])[c:5]1[nH:6][cH:7][cH:8][cH:9]1)([Cl:10])[Cl:11].[S:12]([Cl:13])(=[O:14])([Cl:15])=[O:16]>>[Cl:1][C:2]([C:3](=[O:4])[c:5]1[nH:6][cH:7][c:8]([Cl:15])[cH:9]1)([Cl:10])[Cl:11].